From a dataset of the Open Reaction Database (ORD), a public repository of structured organic reaction records. describe an organic reaction: reactants, conditions, products, and yield Reactants: ClC1=CC=C(C(=O)C2=CC=C(N2CC)CC#N)C=C1 (5-(p-chlorobenzoyl)-1-ethylpyrrole-2-acetonitrile), O (water), [OH-].[Na+] (sodium hydroxide), C(C)O (ethanol). Reaction conditions: time 6 hour. Product: ClC1=CC=C(C(=O)C2=CC=C(N2CC)CC(=O)O)C=C1 (5-(p-chlorobenzoyl)-1-ethylpyrrole-2-acetic acid). As a reaction SMILES: [Cl:1][C:2]1[CH:19]=[CH:18][C:5]([C:6]([C:8]2[N:12]([CH2:13][CH3:14])[C:11]([CH2:15][C:16]#N)=[CH:10][CH:9]=2)=[O:7])=[CH:4][CH:3]=1.[OH-:20].[Na+].C(O)C.[OH2:25]>>[Cl:1][C:2]1[CH:19]=[CH:18][C:5]([C:6]([C:8]2[N:12]([CH2:13][CH3:14])[C:11]([CH2:15][C:16]([OH:25])=[O:20])=[CH:10][CH:9]=2)=[O:7])=[CH:4][CH:3]=1 |f:1.2|. Procedure details: A suspension of 3.52 g. (0.013 mole) of 5-(p-chlorobenzoyl)-1-ethylpyrrole-2-acetonitrile in 26 ml. 1N sodium hydroxide and 50 ml. of ethanol is refluxed for six hours. The mixture is then diluted with water and cooled. A solid precipitates which is filtered off and set aside. The ethanol is evaporated from the filtrate in vacuo. The collected precipitate is added to the concentrated filtrate, and the mixture is extracted with chloroform. The aqueous phase is separated, acidified with dilute hyd... Reactants: COC(=O)C=1SC(=CC1C1=CC=CC=C1)C(OCC)OCC (5-Diethoxymethyl-3-phenyl-thiophene-2-carboxylic acid methyl ester), C(=O)O (formic acid). The solvent is O1CCOCC1 (dioxane). Reaction conditions: temperature 0 celsius, time 30 minute. Product: COC(=O)C=1SC(=CC1C1=CC=CC=C1)C=O (5-Formyl-3-phenyl-thiophene-2-carboxylic acid methyl ester). Yield: 89.8%. Reaction SMILES: [CH3:1][O:2][C:3]([C:5]1[S:6][C:7]([CH:16](OCC)[O:17]CC)=[CH:8][C:9]=1[C:10]1[CH:15]=[CH:14][CH:13]=[CH:12][CH:11]=1)=[O:4].C(O)=O>O1CCOCC1>[CH3:1][O:2][C:3]([C:5]1[S:6][C:7]([CH:16]=[O:17])=[CH:8][C:9]=1[C:10]1[CH:11]=[CH:12][CH:13]=[CH:14][CH:15]=1)=[O:4]. Procedure: A solution of 5-Diethoxymethyl-3-phenyl-thiophene-2-carboxylic acid methyl ester (5.07 g, 15.82 mmol) in dioxane (25 ml) was cooled to 0° C. (ice bath). 95% formic acid (50 ml) was added dropwise and the mixture was stirred at 0° C. for 30 min and then at rt for 60 min. The reaction mixture was quenched by pouring into EtOAc. The organic layer was washed with water, dried over Na2SO4 and concentrated under reduced pressure to afford the desired product (3.50 g, 90% yield). The reactants are C1(=CC=CC=C1)C#C (phenyl acetylene), IC1=CC=CC=C1 (iodo-benzene). Yields the product C(#CC1=CC=CC=C1)C1=CC=CC=C1 (1,1′-ethyne-1,2-diyldibenzene). Isolated yield 95.0%. RXN SMILES: [C:1]1([C:7]#[CH:8])[CH:6]=[CH:5][CH:4]=[CH:3][CH:2]=1.I[C:10]1[CH:15]=[CH:14][CH:13]=[CH:12][CH:11]=1>>[C:8]([C:10]1[CH:15]=[CH:14][CH:13]=[CH:12][CH:11]=1)#[C:7][C:1]1[CH:6]=[CH:5][CH:4]=[CH:3][CH:2]=1. Procedure details: Following General Procedure A (120° C., 30 hours), phenyl acetylene (84 μL, 1.5 mmol) is coupled with iodo-benzene (112 μL, 1.0 mmol) to give 95% yield 1,1′-ethyne-1,2-diyldibenzene. Reactants: Cl (hydrochloric acid), C1(=CC=CC=C1)S(=O)(=O)CNC1=C(NC2=CC(=CC(=C12)Cl)Cl)C(=O)OCC (3-[(phenylsulfonyl)methylamino]-2-carbethoxy-4,6-dichloroindole), O1CCCC1 (tetrahydrofuran), O.[OH-].[Li+] (lithium hydroxide monohydrate). The solvent is O (water). Product: C1(=CC=CC=C1)S(=O)(=O)CNC1=C(NC2=CC(=CC(=C12)Cl)Cl)C(=O)O (3-[(Phenylsulfonyl)methylamino]-2-carboxy-4,6-dichloroindole). Isolated yield 70.6%. RXN SMILES: [C:1]1([S:7]([CH2:10][NH:11][C:12]2[C:20]3[C:15](=[CH:16][C:17]([Cl:22])=[CH:18][C:19]=3[Cl:21])[NH:14][C:13]=2[C:23]([O:25]CC)=[O:24])(=[O:9])=[O:8])[CH:6]=[CH:5][CH:4]=[CH:3][CH:2]=1.O1CCCC1.O.[OH-].[Li+].Cl>O>[C:1]1([S:7]([CH2:10][NH:11][C:12]2[C:20]3[C:15](=[CH:16][C:17]([Cl:22])=[CH:18][C:19]=3[Cl:21])[NH:14][C:13]=2[C:23]([OH:25])=[O:24])(=[O:9])=[O:8])[CH:2]=[CH:3][CH:4]=[CH:5][CH:6]=1 |f:2.3.4|. Procedure: Mix 3-[(phenylsulfonyl)methylamino]-2-carbethoxy-4,6-dichloroindole (185 mg, 0.433 mmol), tetrahydrofuran (25 mL) and water (25 mL). Add lithium hydroxide monohydrate (2.6 mmol) and stir at room temperature for 3 days, then at reflux for 5 hours. Pour into 1N hydrochloric acid (200 mL) and extract into ethyl acetate. Dry (MgSO4) and evaporate the solvent in vacuo. Recrystallize (ethyl acetate/hexane) to give the title compound (122 mg, 71%); mp 286°-90° C. Starting materials: COc1cc(-c2cc(CN3CCNC(CC(C)C)C3=O)ccn2)cc(OC)c1OC, COc1cc(-c2cc(CCl)ccn2)cc(OC)c1OC. Yields the product COc1cc(-c2cc(CN3CCN(Cc4ccnc(-c5cc(OC)c(OC)c(OC)c5)c4)C(CC(C)C)C3=O)ccn2)cc(OC)c1OC, Cl. RXN SMILES: [CH3:1][CH:2]([CH2:3][CH:4]1[C:5](=[O:29])[N:6]([CH2:10][c:11]2[cH:12][c:13](-[c:17]3[cH:18][c:19]([O:27][CH3:28])[c:20]([O:25][CH3:26])[c:21]([O:23][CH3:24])[cH:22]3)[n:14][cH:15][cH:16]2)[CH2:7][CH2:8][NH:9]1)[CH3:30].[Cl:31][CH2:32][c:33]1[cH:34][c:35](-[c:39]2[cH:40][c:41]([O:49][CH3:50])[c:42]([O:47][CH3:48])[c:43]([O:45][CH3:46])[cH:44]2)[n:36][cH:37][cH:38]1>>[CH3:1][CH:2]([CH2:3][CH:4]1[C:5](=[O:29])[N:6]([CH2:10][c:11]2[cH:12][c:13](-[c:17]3[cH:18][c:19]([O:27][CH3:28])[c:20]([O:25][CH3:26])[c:21]([O:23][CH3:24])[cH:22]3)[n:14][cH:15][cH:16]2)[CH2:7][CH2:8][N:9]1[CH2:32][c:33]1[cH:34][c:35](-[c:39]2[cH:40][c:41]([O:49][CH3:50])[c:42]([O:47][CH3:48])[c:43]([O:45][CH3:46])[cH:44]2)[n:36][cH:37][cH:38]1)[CH3:30].[ClH:31].